This data is from the Open Reaction Database (ORD), a public repository of structured organic reaction records. The task is: describe an organic reaction: reactants, conditions, products, and yield Starting materials: C12(CC3CC(CC(C1)C3)C2)CO (adamantan-1-ylmethanol), C1(CCCCC1)CCO (2-cyclohexylethanol), ClC=1C(=CC(=C(C(=O)NS(=O)(=O)C)C1)F)F (5-chloro-2,4-difluoro-N-(methylsulfonyl)benzamide), ClC=1C(=CC(=C(C(=O)NS(N(C)C)(=O)=O)C1)F)F (5-chloro-N—(N,N-dimethylsulfamoyl)-2,4-difluorobenzamide). The product is ClC=1C(=CC(=C(C(=O)NS(N(C)C)(=O)=O)C1)F)OCCC1CCCCC1 (5-chloro-4-(2-cyclohexylethoxy)-N—(N,N-dimethyl-sulfamoyl)-2-fluorobenzamide), solid. The yield is 22.0%. Reaction SMILES: ClC1C(F)=CC(F)=C(C=1)C(NS(C)(=O)=O)=O.[Cl:17][C:18]1[C:19](F)=[CH:20][C:21]([F:33])=[C:22]([CH:32]=1)[C:23]([NH:25][S:26](=[O:31])(=[O:30])[N:27]([CH3:29])[CH3:28])=[O:24].C12(CO)CC3CC(CC(C3)C1)C2.[CH:47]1([CH2:53][CH2:54][OH:55])[CH2:52][CH2:51][CH2:50][CH2:49][CH2:48]1>>[Cl:17][C:18]1[C:19]([O:55][CH2:54][CH2:53][CH:47]2[CH2:52][CH2:51][CH2:50][CH2:49][CH2:48]2)=[CH:20][C:21]([F:33])=[C:22]([CH:32]=1)[C:23]([NH:25][S:26](=[O:31])(=[O:30])[N:27]([CH3:29])[CH3:28])=[O:24]. Procedure details: Following the procedure as described in Example 8 and making variations as required to replace 5-chloro-2,4-difluoro-N-(methylsulfonyl)benzamide with 5-chloro-N—(N,N-dimethylsulfamoyl)-2,4-difluorobenzamide and adamantan-1-ylmethanol with 2-cyclohexylethanol, the title compound was obtained as a colorless solid (0.09 g, 22%): 1H NMR (300 MHz, DMSO-d6) δ 11.77 (s, 1H), 7.72 (d, J=7.5 Hz, 1H), 7.26 (d, J=12.4 Hz, 1H), 4.17 (t, J=6.6 Hz, 2H), 2.87 (s, 6H), 1.76-1.60 (m, 7H), 1.54-1.42 (m, 1H), 1.28... Reactants: B, COC(=O)c1ccc(CC(CCBr)C(=O)O)cc1, C1CCOC1, ClCCl, O=[Cr](=O)([O-])Cl, c1cc[nH+]cc1. The product is COC(=O)c1ccc(CC(C=O)CCBr)cc1. RXN SMILES: [BH3:19].[Br:1][CH2:2][CH2:3][CH:4]([C:5](=[O:6])[OH:7])[CH2:8][c:9]1[cH:10][cH:11][c:12]([C:15](=[O:16])[O:17][CH3:18])[cH:13][cH:14]1.[CH2:31]1[O:32][CH2:33][CH2:34][CH2:35]1.[CH2:36]([Cl:37])[Cl:38].[O:20]=[Cr:21]([Cl:22])([O-:23])=[O:24].[nH+:25]1[cH:26][cH:27][cH:28][cH:29][cH:30]1>>[Br:1][CH2:2][CH2:3][CH:4]([CH:5]=[O:6])[CH2:8][c:9]1[cH:10][cH:11][c:12]([C:15](=[O:16])[O:17][CH3:18])[cH:13][cH:14]1. The reactants are C(CC(O)(C(=O)O)CC(=O)O)(=O)O (citric acid), C(#N)C1=CC=C(C=C1)C(C(=O)O[C@H]1[C@@H](CC[C@H](C1)C)C(C)C)(C1=CN=CN1C)O ((1R,2S,5R)-2-isopropyl-5-methylcyclohexyl (4-cyanophenyl)(hydroxy)(1-methyl-1H-imidazol-5-yl)acetate), [Li+].[BH4-] (LiBH4). Run in C1CCOC1 (THF), C1CCOC1 (THF). Run at temperature 55 celsius, time 2 hour. The product is OC(CO)(C1=CN=CN1C)C1=CC=C(C#N)C=C1 (4-(1,2-dihydroxy-1-(1-methyl-1H-imidazol-5-yl)ethyl)benzonitrile). As a reaction SMILES: [C:1]([C:3]1[CH:8]=[CH:7][C:6]([C:9]([OH:29])([C:23]2[N:27]([CH3:28])[CH:26]=[N:25][CH:24]=2)[C:10](O[C@@H]2C[C@H](C)CC[C@H]2C(C)C)=[O:11])=[CH:5][CH:4]=1)#[N:2].[Li+].[BH4-].C(O)(=O)CC(CC(O)=O)(C(O)=O)O>C1COCC1>[OH:29][C:9]([C:6]1[CH:7]=[CH:8][C:3]([C:1]#[N:2])=[CH:4][CH:5]=1)([C:23]1[N:27]([CH3:28])[CH:26]=[N:25][CH:24]=1)[CH2:10][OH:11] |f:1.2|. Procedure: A mixture of Example 93B (2.15 g, 78% potency, 4.24 mmol) in THF (6.5 mL) was treated with a solution of 2M LiBH4 in THF (3.3 mL, 6.1 mmol), heated to 55° C. for 3 hours, cooled to room temperature, treated with 20% citric acid (12 mL), warmed to 50° C. for 30 minutes, and extracted with MTBE (2×20 mL). The aqueous phase was adjusted to pH>10 with 50% NaOH and extracted with 5:1 THF/ethyl acetate (2×30 mL). The combined organic phases were concentrated, treated with citric acid (1.0 g), and conc... Reactants: ClC1=NC(=CC(=N1)C(C)(C)O)C1=CC=C(C=C1)C(F)(F)F (2-[2-chloro-6-(4-trifluoromethyl-phenyl)-pyrimidin-4-yl]-propan-2-ol), COC=1C=C(C=CC1C1=CN=C(S1)C)N (3-methoxy-4-(2-methyl-thiazol-5-yl)-phenylamine). Product: COC=1C=C(C=CC1C1=CN=C(S1)C)NC1=NC(=CC(=N1)C(C)(C)O)C1=CC=C(C=C1)C(F)(F)F (2-[2-[3-Methoxy-4-(2-methyl-thiazol-5-yl)-phenylamino]-6-(4-trifluoromethyl-phenyl)-pyrimidin-4-yl]-propan-2-ol). The yield is 24.0%. RXN SMILES: Cl[C:2]1[N:7]=[C:6]([C:8]([OH:11])([CH3:10])[CH3:9])[CH:5]=[C:4]([C:12]2[CH:17]=[CH:16][C:15]([C:18]([F:21])([F:20])[F:19])=[CH:14][CH:13]=2)[N:3]=1.[CH3:22][O:23][C:24]1[CH:25]=[C:26]([NH2:36])[CH:27]=[CH:28][C:29]=1[C:30]1[S:34][C:33]([CH3:35])=[N:32][CH:31]=1>>[CH3:22][O:23][C:24]1[CH:25]=[C:26]([NH:36][C:2]2[N:7]=[C:6]([C:8]([OH:11])([CH3:10])[CH3:9])[CH:5]=[C:4]([C:12]3[CH:17]=[CH:16][C:15]([C:18]([F:21])([F:20])[F:19])=[CH:14][CH:13]=3)[N:3]=2)[CH:27]=[CH:28][C:29]=1[C:30]1[S:34][C:33]([CH3:35])=[N:32][CH:31]=1. Procedure details: Using in analogous manner the procedure described in example 1e), 2-[2-chloro-6-(4-trifluoromethyl-phenyl)-pyrimidin-4-yl]-propan-2-ol (95 mg, 0.3 mmol) was reacted with 3-methoxy-4-(2-methyl-thiazol-5-yl)-phenylamine (66 mg, 0.3 mmol) to give the title compound as light yellow solid (36 mg, 24%). MS ISP (m/e): 501.1 [(M+H)+]. 1H NMR (CDCl3, 300 MHz): δ (ppm)=8.21 (d, 2H), 7.98 (s, 1H), 7.77 (m, 3H), 7.54 (d, 1H), 7.34 (2 s, 2×1H), 7.10 (dd, 1H), 3.98 (s, 3H), 3.87 (s, 1H), 2.73 (s, 3H), 1.62 (s... Starting materials: 330, S(O)(O)(=O)=O (sulfuric acid), CC=1NC=CN1 (2-methylimidazole), NC(=O)N (urea), [N+](=O)(O)[O-] (nitric acid), [N+](=O)(O)[O-] (nitric acid). The solvent is O (water). Reaction conditions: time 6.5 hour. Product: CC=1NC=C(N1)[N+](=O)[O-] (2-methyl-4-nitroimidazole). Isolated yield 89.0%. As a reaction SMILES: S(=O)(=O)(O)O.[CH3:6][C:7]1[NH:8][CH:9]=[CH:10][N:11]=1.NC(N)=O.[N+:16]([O-])([OH:18])=[O:17]>O>[CH3:6][C:7]1[NH:8][CH:9]=[C:10]([N+:16]([O-:18])=[O:17])[N:11]=1. Procedure details: A mixture of 330 parts of sulfuric acid (36 percent by weight), 100 parts of 2-methylimidazole, 50 parts of urea, 283 parts of nitric acid (31 percent by weight) and 153 parts of water is kept for 6.5 hours in a distillation vessel, equipped with a stirrer, at from 123° to 130° C. During the reaction, 20 parts of 30 percent strength by weight nitric acid distill off. The reaction mixture is then diluted with a 3.5-fold volume of water whilst cooling and is neutralized to pH 3-4 with ammonia solu... The reactants are CC(C)(C)OC(=O)N1CCCC1Cn1cc(-c2ccccc2)c(OCc2ccccc2)n1, Cl, C1COCCO1. Yields the product c1ccc(COc2nn(CC3CCCN3)cc2-c2ccccc2)cc1, Cl. Reaction SMILES: [CH2:2]([c:3]1[cH:4][cH:5][cH:6][cH:7][cH:8]1)[O:9][c:10]1[n:11][n:12]([CH2:21][CH:22]2[N:23]([C:27]([O:28][C:29]([CH3:30])([CH3:31])[CH3:32])=[O:33])[CH2:24][CH2:25][CH2:26]2)[cH:13][c:14]1-[c:15]1[cH:16][cH:17][cH:18][cH:19][cH:20]1.[ClH:1].[O:34]1[CH2:35][CH2:36][O:37][CH2:38][CH2:39]1>>[CH2:2]([c:3]1[cH:4][cH:5][cH:6][cH:7][cH:8]1)[O:9][c:10]1[n:11][n:12]([CH2:21][CH:22]2[NH:23][CH2:24][CH2:25][CH2:26]2)[cH:13][c:14]1-[c:15]1[cH:16][cH:17][cH:18][cH:19][cH:20]1.[ClH:1].